Dataset: the Open Reaction Database (ORD), a public repository of structured organic reaction records. Task: describe an organic reaction: reactants, conditions, products, and yield Starting materials: CC(C)(C)[Si](C)(C)OCC1COc2cc(Br)cnc2O1, C1CCOC1, [Li]CCCC, [Cl-], CI, [NH4+]. Yields the product Cc1cnc2c(c1)OCC(CO[Si](C)(C)C(C)(C)C)O2. As a reaction SMILES: [Br:1][c:2]1[cH:3][c:4]2[c:5]([n:6][cH:7]1)[O:8][CH:9]([CH2:12][O:13][Si:14]([CH3:15])([CH3:16])[C:17]([CH3:18])([CH3:19])[CH3:20])[CH2:10][O:11]2.[CH2:30]1[O:31][CH2:32][CH2:33][CH2:34]1.[CH3:21][CH2:22][CH2:23][CH2:24][Li:25].[Cl-:28].[I:26][CH3:27].[NH4+:29]>>[c:2]1([CH3:21])[cH:3][c:4]2[c:5]([n:6][cH:7]1)[O:8][CH:9]([CH2:12][O:13][Si:14]([CH3:15])([CH3:16])[C:17]([CH3:18])([CH3:19])[CH3:20])[CH2:10][O:11]2. Starting materials: BrC1=CC(=C(C=C1)CC(=O)O)F (4-Bromo-2-fluoro-phenylacetic acid), C1(=CC=CC=C1)B(O)O (phenylboronic acid), C(=O)([O-])[O-].[Na+].[Na+] (Na2CO3). Run in C(C)(C)O.O (water isopropanol), O (water), CC(C)O.O (i-PrOH H2O), [OH-].[Na+] (NaOH), O (water). Reaction conditions: temperature 67.5 celsius. The product is C1(=CC=CC=C1)C1=CC(=C(C=C1)CC(=O)O)F (4-phenyl-2-fluorophenylacetic acid). As a reaction SMILES: Br[C:2]1[CH:7]=[CH:6][C:5]([CH2:8][C:9]([OH:11])=[O:10])=[C:4]([F:12])[CH:3]=1.[C:13]1(B(O)O)[CH:18]=[CH:17][CH:16]=[CH:15][CH:14]=1.C([O-])([O-])=O.[Na+].[Na+]>O.CC(O)C.O.[OH-].[Na+]>[C:13]1([C:2]2[CH:7]=[CH:6][C:5]([CH2:8][C:9]([OH:11])=[O:10])=[C:4]([F:12])[CH:3]=2)[CH:18]=[CH:17][CH:16]=[CH:15][CH:14]=1 |f:2.3.4,6.7,8.9|. Procedure details: 4-Bromo-2-fluoro-phenylacetic acid (0.25 gm, 1.1 mmole), phenylboronic acid (0.15 gm, 1.2 mmole) and 50% water wet 10% Palladium carbon (0.07 gm, 0.033 mmole Pd) were added to 10 ml of 5:1 water isopropanol mixture, then Na2CO3 (0.14 gm, 1.3 mmole) dissolved in 3 ml of water was added to the above mixture, the reaction was heated at 65-70° C. overnight, the reaction was cooled to room temperature, diluted with 20 ml of 70:15:1 i-PrOH/H2O/10% NaOH, filtered, the catalyst was washed with 20 ml×3 u...